This data is from the Open Reaction Database (ORD), a public repository of structured organic reaction records. The task is: describe an organic reaction: reactants, conditions, products, and yield The reactants are Cl (hydrochloric acid), CC(C)([O-])C.[K+] (potassium tert-butoxide), O[C@H]1COCC1 ((R)-3-hydroxytetrahydrofuran), ClC=1C=C(C=CC1F)NC1=NC=NC2=CC(=C(C=C12)[N+](=O)[O-])F (4-[(3-chloro-4-fluorophenyl)amino]-6-nitro-7-fluoroquinazoline). Solvent: O (water), CN(C=O)C (N,N-dimethylformamide). Reaction conditions: time 1 hour. The product is ClC=1C=C(C=CC1F)NC1=NC=NC2=CC(=C(C=C12)[N+](=O)[O-])O[C@H]1COCC1 (4-[(3-chloro-4-fluorophenyl)amino]-6-nitro-7-((R)-tetrahydrofuran-3-yloxy)quinazoline). Reaction SMILES: CC(C)([O-])C.[K+].[OH:7][C@@H:8]1[CH2:12][CH2:11][O:10][CH2:9]1.[Cl:13][C:14]1[CH:15]=[C:16]([NH:21][C:22]2[C:31]3[C:26](=[CH:27][C:28](F)=[C:29]([N+:32]([O-:34])=[O:33])[CH:30]=3)[N:25]=[CH:24][N:23]=2)[CH:17]=[CH:18][C:19]=1[F:20].Cl>CN(C)C=O.O>[Cl:13][C:14]1[CH:15]=[C:16]([NH:21][C:22]2[C:31]3[C:26](=[CH:27][C:28]([O:7][C@@H:8]4[CH2:12][CH2:11][O:10][CH2:9]4)=[C:29]([N+:32]([O-:34])=[O:33])[CH:30]=3)[N:25]=[CH:24][N:23]=2)[CH:17]=[CH:18][C:19]=1[F:20] |f:0.1|. Procedure: 13.80 g of potassium tert-butoxide are added batchwise to a solution of 10.80 g of (R)-3-hydroxytetrahydrofuran in 100 ml of N,N-dimethylformamide while cooling with an ice bath. The reaction mixture is stirred for about one hour, then 10.40 g of 4-[(3-chloro-4-fluorophenyl)amino]-6-nitro-7-fluoroquinazoline are added batchwise. The cooling bath is then removed and the deep red reaction mixture is stirred for two hours at ambient temperature. For working up the reaction mixture is poured onto ab... Reactants: NN (hydrazine), ClC1=NC2=CC=C(C=C2C=C1)OCCCN1C(C=2C(C1=O)=CC=CC2)=O (2-chloro-6-(3-phthalimidopropoxy)quinoline), monohydrate. Solvent: C(C)O (ethanol). Run at time 1 hour. Product: ClC1=NC2=CC=C(C=C2C=C1)OCCCN (2-chloro-6-(3-aminopropoxy)quinoline). The yield is 80.9%. As a reaction SMILES: [Cl:1][C:2]1[CH:11]=[CH:10][C:9]2[C:4](=[CH:5][CH:6]=[C:7]([O:12][CH2:13][CH2:14][CH2:15][N:16]3C(=O)C4=CC=CC=C4C3=O)[CH:8]=2)[N:3]=1.NN>C(O)C>[Cl:1][C:2]1[CH:11]=[CH:10][C:9]2[C:4](=[CH:5][CH:6]=[C:7]([O:12][CH2:13][CH2:14][CH2:15][NH2:16])[CH:8]=2)[N:3]=1. Procedure details: To a suspension of 2-chloro-6-(3-phthalimidopropoxy)quinoline (9.0 g) in ethanol (250 ml) is added hydrazine.monohydrate (1.4 g), and the mixture is refluxed for 7.5 hours. The mixture is allowed to cool, and the precipitated crystals are collected by filtration, and suspended in water. The mixture is acidified with conc. hydrochloric acid, and stirred for one hour. The mixture is basified with a 10% aqueous potassium hydroxide solution, and extracted with chloroform. The extract is dried over a... Starting materials: ClCCl, CCOC(C)=O, OC1CCc2nc3ccccc3n21. Product: O=C1CCc2nc3ccccc3n21. RXN SMILES: [CH2:14]([Cl:15])[Cl:16].[CH3:17][CH2:18][O:19][C:20](=[O:21])[CH3:22].[OH:1][CH:2]1[CH2:3][CH2:4][c:5]2[n:6][c:7]3[c:8]([n:9]21)[cH:10][cH:11][cH:12][cH:13]3>>[O:1]=[C:2]1[CH2:3][CH2:4][c:5]2[n:6][c:7]3[c:8]([n:9]21)[cH:10][cH:11][cH:12][cH:13]3. The reactants are C(C)OC(C1=CC=C(C=C1)C1NC=2C=CC=C(C2C(C1C=1N(C=CN1)C)=O)C(=O)OCC)OCC (ethyl 2-(4-(diethoxymethyl)phenyl)-3-(1-methyl-1H-imidazol-2-yl)-4-oxo-1,2,3,4-tetrahydroquinoline-5-carboxylate), O.NN (hydrazine monohydrate). The solvent is CO (methanol). Conditions: temperature 25 celsius, time 3 hour. Product: C(C)OC(C1=CC=C(C=C1)C1C(C2=NNC(C=3C=CC=C(C23)N1)=O)C=1N(C=CN1)C)OCC (8-(4-(diethoxymethyl)phenyl)-9-(1-methyl-1H-imidazol-2-yl)-8,9-dihydro-2H-pyrido[4,3,2-de]phthalazin-3(7H)-one). The yield is 55.0%. As a reaction SMILES: [CH2:1]([O:3][CH:4]([O:33][CH2:34][CH3:35])[C:5]1[CH:10]=[CH:9][C:8]([CH:11]2[CH:20]([C:21]3[N:22]([CH3:26])[CH:23]=[CH:24][N:25]=3)[C:19](=O)[C:18]3[C:17]([C:28]([O:30]CC)=O)=[CH:16][CH:15]=[CH:14][C:13]=3[NH:12]2)=[CH:7][CH:6]=1)[CH3:2].O.[NH2:37][NH2:38]>CO>[CH2:34]([O:33][CH:4]([O:3][CH2:1][CH3:2])[C:5]1[CH:6]=[CH:7][C:8]([CH:11]2[NH:12][C:13]3[C:18]4[C:19](=[N:37][NH:38][C:28](=[O:30])[C:17]=4[CH:16]=[CH:15][CH:14]=3)[CH:20]2[C:21]2[N:22]([CH3:26])[CH:23]=[CH:24][N:25]=2)=[CH:9][CH:10]=1)[CH3:35] |f:1.2|. Procedure: A mixture of ethyl 2-(4-(diethoxymethyl)phenyl)-3-(1-methyl-1H-imidazol-2-yl)-4-oxo-1,2,3,4-tetrahydroquinoline-5-carboxylate (490 mg, 1.03 mmol), methanol (20 mL) and hydrazine monohydrate (2 mL) was stirred under 25° C. for 3 hr. The resulting mixture was evaporated under reduced pressure to 10 ml and then filtered, 250 mg of 8-(4-(diethoxymethyl)phenyl)-9-(1-methyl-1H-imidazol-2-yl)-8,9-dihydro-2H-pyrido[4,3,2-de]phthalazin-3(7H)-one as a solid was obtained, yield 55%. LC-MS (ESI) m/z: 446 (M... The reactants are OS(=O)(=O)[O-].[K+] (KHSO4), COC(CNC([C@@H](C(C)C)NC([C@@H](CSC(C1=CC=CC=C1)(C1=CC=CC=C1)C1=CC=CC=C1)NC([C@@H](C)NC(C[C@@H](\C=C\CCSC(C1=CC=CC=C1)(C1=CC=CC=C1)C1=CC=CC=C1)O)=O)=O)=O)=O)=O (((R)-2-{(S)-2-[(R)-2-((E)-(S)-3-hydroxy-7-tritylsulfanyl-hept-4-enoylamino)-propionylamino]-3-tritylsulfanyl-propionylamino}-3-methyl-butyrylamino)-acetic acid methyl ester), [Li+].[OH-] (LiOH). The solvent is O (H2O), C1CCOC1 (THF), O (H2O). Reaction conditions: time 1 hour. The product is O[C@@H](CC(=O)N[C@@H](C(=O)N[C@@H](C(=O)N[C@@H](C(=O)NCC(=O)O)C(C)C)CSC(C1=CC=CC=C1)(C1=CC=CC=C1)C1=CC=CC=C1)C)\C=C\CCSC(C1=CC=CC=C1)(C1=CC=CC=C1)C1=CC=CC=C1 (((R)-2-{(S)-2-[(R)-2-((E)-(S)-3-hydroxy-7-tritylsulfanyl-hept-4-enoylamino)-propionylamino]-3-tritylsulfanyl-propionylamino}-3-methyl-butyrylamino)-acetic acid). The yield is 99.9%. As a reaction SMILES: C[O:2][C:3](=[O:72])[CH2:4][NH:5][C:6](=[O:71])[C@H:7]([NH:11][C:12](=[O:70])[C@H:13]([NH:35][C:36](=[O:69])[C@H:37]([NH:39][C:40](=[O:68])[CH2:41][C@H:42]([OH:67])/[CH:43]=[CH:44]/[CH2:45][CH2:46][S:47][C:48]([C:61]1[CH:66]=[CH:65][CH:64]=[CH:63][CH:62]=1)([C:55]1[CH:60]=[CH:59][CH:58]=[CH:57][CH:56]=1)[C:49]1[CH:54]=[CH:53][CH:52]=[CH:51][CH:50]=1)[CH3:38])[CH2:14][S:15][C:16]([C:29]1[CH:34]=[CH:33][CH:32]=[CH:31][CH:30]=1)([C:23]1[CH:28]=[CH:27][CH:26]=[CH:25][CH:24]=1)[C:17]1[CH:22]=[CH:21][CH:20]=[CH:19][CH:18]=1)[CH:8]([CH3:10])[CH3:9].[Li+].[OH-].OS([O-])(=O)=O.[K+]>C1COCC1.O>[OH:67][C@H:42](/[CH:43]=[CH:44]/[CH2:45][CH2:46][S:47][C:48]([C:55]1[CH:56]=[CH:57][CH:58]=[CH:59][CH:60]=1)([C:61]1[CH:66]=[CH:65][CH:64]=[CH:63][CH:62]=1)[C:49]1[CH:54]=[CH:53][CH:52]=[CH:51][CH:50]=1)[CH2:41][C:40]([NH:39][C@H:37]([CH3:38])[C:36]([NH:35][C@H:13]([CH2:14][S:15][C:16]([C:17]1[CH:18]=[CH:19][CH:20]=[CH:21][CH:22]=1)([C:23]1[CH:24]=[CH:25][CH:26]=[CH:27][CH:28]=1)[C:29]1[CH:34]=[CH:33][CH:32]=[CH:31][CH:30]=1)[C:12]([NH:11][C@H:7]([CH:8]([CH3:9])[CH3:10])[C:6]([NH:5][CH2:4][C:3]([OH:72])=[O:2])=[O:71])=[O:70])=[O:69])=[O:68] |f:1.2,3.4|. Reported procedure: To a stirred solution of 6A (700 mg, 0.70 mmol) in THF (15 mL) at 0° C. was added a solution of LiOH (25 mg, 1.05 mmol) in H2O (2.4 mL). After stirring for 1 hour, the reaction mixture was diluted with H2O (30 mL), acidified to pH 3-4 with 1M KHSO4, and extracted with EtOAc (3×30 mL). The organic layer was washed with sat NaCl (15 mL), dried (Na2SO4), filtered, and concentrated to give a white solid which was triturated with ether, to give 7A as a white solid (693 mg, 99%) which was used crude d... Starting materials: C1(=CC=CC=C1)C1(CCCCC1)O (1-phenyl-1-cyclohexanol), C1(=CC=CC=C1)O (phenol). Reagents/catalysts: O.C=1(C(=CC=CC1)S(=O)(=O)O)C (toluenesulfonic acid monohydrate). Solvent: C(C)(=O)OCC (ethyl acetate). Reaction conditions: temperature 85 celsius, time 4 hour. The product is C1(=CC=CC=C1)C1(CCCCC1)C1=CC=C(C=C1)O (4-(1′-(phenyl)cyclohexyl)phenol). Yield: 78.9%. As a reaction SMILES: [C:1]1([C:7]2(O)[CH2:12][CH2:11][CH2:10][CH2:9][CH2:8]2)[CH:6]=[CH:5][CH:4]=[CH:3][CH:2]=1.[C:14]1([OH:20])[CH:19]=[CH:18][CH:17]=[CH:16][CH:15]=1>C(OCC)(=O)C.O.C1(C)C(S(O)(=O)=O)=CC=CC=1>[C:1]1([C:7]2([C:17]3[CH:18]=[CH:19][C:14]([OH:20])=[CH:15][CH:16]=3)[CH2:12][CH2:11][CH2:10][CH2:9][CH2:8]2)[CH:6]=[CH:5][CH:4]=[CH:3][CH:2]=1 |f:3.4|. Procedure details: A mixture of 5 g (28.4 mmol) of 1-phenyl-1-cyclohexanol, 5.35 g (56.8 mmol) of phenol and 250 mg (1.32 mmol) of toluenesulfonic acid monohydrate was stirred at 85° C. under nitrogen atmosphere for 4 hours. The material was allowed to cool to room temperature, diluted with ethyl acetate, washed with saturated sodium bicarbonate, water and brine. The resulting solution was dried (Na2SO4), filtered and concentrated to a white solid which was heated under high vacuum to remove residual phenol. The r... Reactants: COC=1C=C(C=CC1[N+](=O)[O-])C1=NCCC2=CC=C(C=C12)Cl (1-(3-methoxy4-nitrophenyl)-7chloro-3,4-dihydroisoquinoline), COC=1C=C(C=CC1[N+](=O)[O-])C1=NCCC2=CC=C(C=C12)Cl (1-(3-methoxy4-nitrophenyl)-7chloro-3,4-dihydroisoquinoline), C(=O)[O-].[NH4+] (ammonium formate). The reagents and catalysts are [Pd] (palladium on charcoal). Solvent: CO (methanol). Run at time 5 hour. Yields the product NC1=C(C=C(C=C1)C1=NCCC2=CC=C(C=C12)Cl)OC (1-(4-Amino-3-methoxyphenyl)-7-chloro-3,4-dihydroisoquinoline). Isolated yield 88.4%. Reaction SMILES: [CH3:1][O:2][C:3]1[CH:4]=[C:5]([C:12]2[C:21]3[C:16](=[CH:17][CH:18]=[C:19]([Cl:22])[CH:20]=3)[CH2:15][CH2:14][N:13]=2)[CH:6]=[CH:7][C:8]=1[N+:9]([O-])=O.C([O-])=O.[NH4+]>CO.[Pd]>[NH2:9][C:8]1[CH:7]=[CH:6][C:5]([C:12]2[C:21]3[C:16](=[CH:17][CH:18]=[C:19]([Cl:22])[CH:20]=3)[CH2:15][CH2:14][N:13]=2)=[CH:4][C:3]=1[O:2][CH3:1] |f:1.2|. Procedure details: 3 g of 1-(3-methoxy4-nitrophenyl)-7chloro-3,4-dihydroisoquinoline (starting compound B1) are suspended in methanol, and 2.4 g of ammonium formate and 60 mg of palladium on charcoal (10%) are added to this suspension. The reaction mixture is stirred at RT for 5 h, filtered through Celite and concentrated. The residue is purified by flash chromatography on silica gel. It is stirred out of diethyl ether/n-hexane, filtered with suction and dried. 2.4 g of the title compound are obtained.